This data is from the Open Reaction Database (ORD), a public repository of structured organic reaction records. The task is: describe an organic reaction: reactants, conditions, products, and yield Starting materials: BrCCCCBr, COc1cccc(N)c1, Cc1ccccc1, CCN(C(C)C)C(C)C. The product is COc1cccc(N2CCCC2)c1. RXN SMILES: [Br:10][CH2:11][CH2:12][CH2:13][CH2:14][Br:15].[CH3:1][O:2][c:3]1[cH:4][c:5]([NH2:9])[cH:6][cH:7][cH:8]1.[CH3:25][c:26]1[cH:27][cH:28][cH:29][cH:30][cH:31]1.[CH:16]([N:17]([CH:18]([CH3:19])[CH3:20])[CH2:21][CH3:22])([CH3:23])[CH3:24]>>[CH3:1][O:2][c:3]1[cH:4][c:5]([N:9]2[CH2:11][CH2:12][CH2:13][CH2:14]2)[cH:6][cH:7][cH:8]1. Reactants: CC(C)C[Al+]CC(C)C, COC(=O)CCc1ccc(S(=O)(=O)c2ccccc2)cc1Br, CO, ClCCl, Cl, [H-]. Product: O=CCCc1ccc(S(=O)(=O)c2ccccc2)cc1Br. Reaction SMILES: [CH2:24]([Al+:25][CH2:26][CH:27]([CH3:28])[CH3:29])[CH:30]([CH3:31])[CH3:32].[CH3:1][O:2][C:3]([CH2:4][CH2:5][c:6]1[c:7]([Br:21])[cH:8][c:9]([S:12](=[O:13])(=[O:14])[c:15]2[cH:16][cH:17][cH:18][cH:19][cH:20]2)[cH:10][cH:11]1)=[O:22].[CH3:33][OH:34].[Cl:36][CH2:37][Cl:38].[ClH:35].[H-:23]>>[O:2]=[CH:3][CH2:4][CH2:5][c:6]1[c:7]([Br:21])[cH:8][c:9]([S:12](=[O:13])(=[O:14])[c:15]2[cH:16][cH:17][cH:18][cH:19][cH:20]2)[cH:10][cH:11]1. Reactants: CO, Cc1cccc(N)c1C, O=C=NCCCl, C1CCOC1, O. Yields the product Cc1cccc(NC2=NCCO2)c1C. RXN SMILES: [CH3:16][OH:17].[CH3:7][c:8]1[c:9]([NH2:10])[cH:11][cH:12][cH:13][c:14]1[CH3:15].[Cl:1][CH2:2][CH2:3][N:4]=[C:5]=[O:6].[O:18]1[CH2:19][CH2:20][CH2:21][CH2:22]1.[OH2:23]>>[CH2:2]1[CH2:3][N:4]=[C:5]([NH:10][c:9]2[c:8]([CH3:7])[c:14]([CH3:15])[cH:13][cH:12][cH:11]2)[O:6]1.